From a dataset of the Open Reaction Database (ORD), a public repository of structured organic reaction records. describe an organic reaction: reactants, conditions, products, and yield Reactants: CN(C)CC1=CC2=C(CCN(CC2)C(C2=CC=C(C=C2)C(C2=CC=CC=C2)=O)=O)O1 (N,N-Dimethyl-[6-(4-benzoylbenzoyl)-5,6,7,8-tetrahydro-4H-furo[2,3-d]azepin-2-ylmethyl]amine), Cl (hydrogen chloride). Run in CO (methanol), CO (methanol). Yields the product Cl.CN(C)CC1=CC2=C(CCN(CC2)C(C2=CC=C(C=C2)C(C2=CC=CC=C2)=O)=O)O1 (N,N-dimethyl-[6-(4-benzoylbenzoyl)-5,6,7,8-tetrahydro-4H-furo[2,3-d]azepin-2-ylmethyl]amine hydrochloride). Procedure: N,N-Dimethyl-[6-(4-benzoylbenzoyl)-5,6,7,8-tetrahydro-4H-furo[2,3-d]azepin-2-ylmethyl]amine 0.156 g was dissolved in 2 ml of methanol; hydrogen chloride in methanol was added in excess, followed by stirring. This mixture was concentrated to yield the desired product. RXN SMILES: [CH3:1][N:2]([CH2:4][C:5]1[O:30][C:8]2[CH2:9][CH2:10][N:11]([C:14](=[O:29])[C:15]3[CH:20]=[CH:19][C:18]([C:21](=[O:28])[C:22]4[CH:27]=[CH:26][CH:25]=[CH:24][CH:23]=4)=[CH:17][CH:16]=3)[CH2:12][CH2:13][C:7]=2[CH:6]=1)[CH3:3].[ClH:31]>CO>[ClH:31].[CH3:3][N:2]([CH2:4][C:5]1[O:30][C:8]2[CH2:9][CH2:10][N:11]([C:14](=[O:29])[C:15]3[CH:20]=[CH:19][C:18]([C:21](=[O:28])[C:22]4[CH:27]=[CH:26][CH:25]=[CH:24][CH:23]=4)=[CH:17][CH:16]=3)[CH2:12][CH2:13][C:7]=2[CH:6]=1)[CH3:1] |f:3.4|.